From a dataset of the Open Reaction Database (ORD), a public repository of structured organic reaction records. describe an organic reaction: reactants, conditions, products, and yield Reactants: CC1=C2CCC(C2=C(C=C1)O)=O (4-methyl-7-hydroxy-1-indanone), C(C)(=O)OC(C)=O (acetic anhydride), [N+](=O)(O)[O-] (nitric acid). The solvent is C(C)(=O)O (acetic acid), C(C)(=O)O (acetic acid). Product: CC1=C2CCC(C2=C(C(=C1)[N+](=O)[O-])O)=O (4-methyl-6-nitro-7-hydroxy-1-indanone). RXN SMILES: [CH3:1][C:2]1[CH:10]=[CH:9][C:8]([OH:11])=[C:7]2[C:3]=1[CH2:4][CH2:5][C:6]2=[O:12].C(OC(=O)C)(=O)C.[N+:20]([O-])([OH:22])=[O:21]>C(O)(=O)C>[CH3:1][C:2]1[CH:10]=[C:9]([N+:20]([O-:22])=[O:21])[C:8]([OH:11])=[C:7]2[C:3]=1[CH2:4][CH2:5][C:6]2=[O:12]. Reported procedure: Into a solution of 25.6 g of 4-methyl-7-hydroxy-1-indanone in 250 ml of acetic acid was added 19.4 ml of acetic anhydride and a solution of 15.4 ml of concentrated nitric acid in 50 ml of acetic acid gradually. The reaction mixture was concentrated to drynsss, and the residue was washed with ether to obtain 25.7 g of 4-methyl-6-nitro-7-hydroxy-1-indanone. Yields the product BrC=1C=C2C(=NC1)N(C=C2[C@H](C)C2=C(C(=CC=C2OC(F)F)F)Cl)C(=O)OC(C)(C)C (tert-Butyl 5-bromo-3-{(1S)-1-[2-chloro-6-(difluoromethoxy)-3-fluorophenyl]ethyl}-1H-pyrrolo[2,3-b]pyridine-1-carboxylate). Procedure details: A mixture of tert-butyl 5-bromo-3-[(1S)-1-(2-chloro-3-fluoro-6-hydroxyphenyl)ethyl]-1H-pyrrolo[2,3-b]pyridine-1-carboxylate (1.00 g, 2.13 mmol), chlorodifluoroacetic acid ethyl ester (2.700 mL, 21.29 mmol), K2CO3 (882.7 mg, 6.387 mmol) and DMF (40 mL, 500 mmol) was heated to 70° C. for 6 h in a sealed tube. The material was extracted with EtOAc, and washed with water (3×). The organic layer was purified via column chromatography, eluting with 3-10% EtOAc/hexanes. The fractions containing the pur... Run at temperature 70 celsius. Reactants: BrC=1C=C2C(=NC1)N(C=C2[C@H](C)C2=C(C(=CC=C2O)F)Cl)C(=O)OC(C)(C)C (tert-butyl 5-bromo-3-[(1S)-1-(2-chloro-3-fluoro-6-hydroxyphenyl)ethyl]-1H-pyrrolo[2,3-b]pyridine-1-carboxylate), C(C)OC(C(F)(F)Cl)=O (chlorodifluoroacetic acid ethyl ester), C(=O)([O-])[O-].[K+].[K+] (K2CO3), CN(C)C=O (DMF). RXN SMILES: [Br:1][C:2]1[CH:3]=[C:4]2[C:10]([C@@H:11]([C:13]3[C:18]([OH:19])=[CH:17][CH:16]=[C:15]([F:20])[C:14]=3[Cl:21])[CH3:12])=[CH:9][N:8]([C:22]([O:24][C:25]([CH3:28])([CH3:27])[CH3:26])=[O:23])[C:5]2=[N:6][CH:7]=1.C(OC(=O)[C:33](Cl)([F:35])[F:34])C.C([O-])([O-])=O.[K+].[K+].CN(C=O)C>>[Br:1][C:2]1[CH:3]=[C:4]2[C:10]([C@@H:11]([C:13]3[C:18]([O:19][CH:33]([F:35])[F:34])=[CH:17][CH:16]=[C:15]([F:20])[C:14]=3[Cl:21])[CH3:12])=[CH:9][N:8]([C:22]([O:24][C:25]([CH3:27])([CH3:26])[CH3:28])=[O:23])[C:5]2=[N:6][CH:7]=1 |f:2.3.4|.